This data is from the Open Reaction Database (ORD), a public repository of structured organic reaction records. The task is: describe an organic reaction: reactants, conditions, products, and yield Reactants: [N+](=O)([O-])C=1C=C(C=CC1)C1=NC2=CC=CC=C2C(N1)=O (2-(3-nitrophenyl)quinazolin-4(3H)-one), S(=O)(Cl)Cl (thionyl chloride), CN(C)C=O (DMF). Product: ClC1=NC(=NC2=CC=CC=C12)C1=CC(=CC=C1)[N+](=O)[O-] (4-chloro-2-(3-nitrophenyl)quinazoline). Reported procedure: To a suspension of 2-(3-nitrophenyl)quinazolin-4(3H)-one (5.7 g, 21.32 mmole) in thionyl chloride (70 mL) was added of DMF (2 mL). The reaction mixture was refluxed for 4.5 h. The reaction was then concentrated in vacuo and residue suspended in a mixture of CH2Cl2 (400 mL) and CHCl3 (500 mL). The organic layer was washed with water, saturated NaHCO3, water, brine, dried with Na2SO4 and concentrated in vacuo. The residue was dried under high vacuum to afford 4-chloro-2-(3-nitrophenyl)quinazoline ... RXN SMILES: [N+:1]([C:4]1[CH:5]=[C:6]([C:10]2[NH:19][C:18](=O)[C:17]3[C:12](=[CH:13][CH:14]=[CH:15][CH:16]=3)[N:11]=2)[CH:7]=[CH:8][CH:9]=1)([O-:3])=[O:2].CN(C=O)C.S(Cl)([Cl:28])=O>>[Cl:28][C:18]1[C:17]2[C:12](=[CH:13][CH:14]=[CH:15][CH:16]=2)[N:11]=[C:10]([C:6]2[CH:7]=[CH:8][CH:9]=[C:4]([N+:1]([O-:3])=[O:2])[CH:5]=2)[N:19]=1. The reactants are C(=O)(Cl)Cl (Phosgene), [N+](=O)([O-])C1=C(C=CC=C1)CCO (2-(2-nitrophenyl)ethanol). The solvent is C1CCOC1 (THF). Run at time 1.5 hour. Product: [N+](=O)([O-])C1=C(C=CC=C1)CCOC(=O)Cl (2-(2-nitrophenyl)ethoxycarbonyl chloride). Isolated yield 94.0%. RXN SMILES: [C:1]([Cl:4])(Cl)=[O:2].[N+:5]([C:8]1[CH:13]=[CH:12][CH:11]=[CH:10][C:9]=1[CH2:14][CH2:15][OH:16])([O-:7])=[O:6]>C1COCC1>[N+:5]([C:8]1[CH:13]=[CH:12][CH:11]=[CH:10][C:9]=1[CH2:14][CH2:15][O:16][C:1]([Cl:4])=[O:2])([O-:7])=[O:6]. Procedure details: Phosgene was introduced into a solution of 2-(2-nitrophenyl)ethanol (5.2 g, 31 mmol) in THF (20 ml, dist. over CaH2) at room temperature under stirring. After 1.5 h, the excess phosgene and the solvent were removed by distillation in a high vacuum. 2-(2-nitrophenyl)ethoxycarbonyl chloride (6.69 g, 94%) was obtained as a yellow oil. Reactants: CN(C=O)C (N,N-dimethylformamide), NC1=NC(=NC=C1F)N1C=C(C(C2=CC(=C(C(=C12)Cl)F)F)=O)C(=O)O (1-(4-amino-5-fluoropyrimidine-2-yl)-8-chloro-6,7-difluoro-4-oxo-1,4-dihydroquinoline-3-carboxylic acid), Cl.Cl.NC1CNC1 (3-aminoazetidine dihydrochloride), CN1CCCC1 (N-methylpyrrolidine). The solvent is C(C)O (ethanol). Run at temperature 90 celsius, time 1 hour. The product is NC1CN(C1)C1=C(C=C2C(C(=CN(C2=C1Cl)C1=NC=C(C(=N1)N)F)C(=O)O)=O)F (7-(3-aminoazetidine-1-yl)-1-(4-amino-5-fluoropyrimidine-2-yl)-8-chloro-6-fluoro-4-oxo-1,4-dihydroquinoline-3-carboxylic acid). Yield: 35.1%. RXN SMILES: CN(C)C=O.[NH2:6][C:7]1[C:12]([F:13])=[CH:11][N:10]=[C:9]([N:14]2[C:23]3[C:18](=[CH:19][C:20]([F:26])=[C:21](F)[C:22]=3[Cl:24])[C:17](=[O:27])[C:16]([C:28]([OH:30])=[O:29])=[CH:15]2)[N:8]=1.Cl.Cl.[NH2:33][CH:34]1[CH2:37][NH:36][CH2:35]1.CN1CCCC1>C(O)C>[NH2:33][CH:34]1[CH2:37][N:36]([C:21]2[C:22]([Cl:24])=[C:23]3[C:18]([C:17](=[O:27])[C:16]([C:28]([OH:30])=[O:29])=[CH:15][N:14]3[C:9]3[N:8]=[C:7]([NH2:6])[C:12]([F:13])=[CH:11][N:10]=3)=[CH:19][C:20]=2[F:26])[CH2:35]1 |f:2.3.4|. Reported procedure: To 100 mg of N,N-dimethylformamide were added 25 mg of 1-(4-amino-5-fluoropyrimidine-2-yl)-8-chloro-6,7-difluoro-4-oxo-1,4-dihydroquinoline-3-carboxylic acid, 20 mg of 3-aminoazetidine dihydrochloride, and 50 mg of N-methylpyrrolidine, and the mixture was stirred at 90° C. for 1 hour. After adding 0.2 ml of ethanol, the mixture was allowed to cool, and the precipitate was collected by filtration and washed with ethanol and diisopropylether successively to obtain 10 mg of the title compound as a ... Product: CCOC(=O)c1cc(OCCOC)c(OCCOC)cc1[N+](=O)[O-]. Reactants: CCOC(=O)c1ccc(OCCOC)c(OCCOC)c1, CC(=O)O, O, O=[N+]([O-])O. Reaction SMILES: [CH3:1][O:2][CH2:3][CH2:4][O:5][c:6]1[cH:7][c:8]([C:9](=[O:10])[O:11][CH2:12][CH3:13])[cH:14][cH:15][c:16]1[O:17][CH2:18][CH2:19][O:20][CH3:21].[CH3:27][C:28](=[O:29])[OH:30].[OH2:26].[OH:22][N+:23]([O-:24])=[O:25]>>[CH3:1][O:2][CH2:3][CH2:4][O:5][c:6]1[cH:7][c:8]([C:9](=[O:10])[O:11][CH2:12][CH3:13])[c:14]([N+:23](=[O:22])[O-:24])[cH:15][c:16]1[O:17][CH2:18][CH2:19][O:20][CH3:21]. The reactants are CCN(C(=O)c1ccccc1Cl)C(OC)C(C)(C)C, C1CCOC1, C1CCCCC1, CN(C)CCN(C)C, C[Si](C)(C)Cl, [Li]C(C)CC. Product: CCN(C(=O)c1c(Cl)cccc1[Si](C)(C)C)C(OC)C(C)(C)C. As a reaction SMILES: [CH2:20]([CH3:21])[N:22]([C:23]([c:24]1[c:25]([Cl:30])[cH:26][cH:27][cH:28][cH:29]1)=[O:31])[CH:32]([C:33]([CH3:34])([CH3:35])[CH3:36])[O:37][CH3:38].[CH2:44]1[O:45][CH2:46][CH2:47][CH2:48]1.[CH2:6]1[CH2:7][CH2:8][CH2:9][CH2:10][CH2:11]1.[CH3:12][N:13]([CH3:14])[CH2:15][CH2:16][N:17]([CH3:18])[CH3:19].[CH3:39][Si:40]([CH3:41])([CH3:42])[Cl:43].[CH:1]([Li:2])([CH2:3][CH3:4])[CH3:5]>>[CH2:20]([CH3:21])[N:22]([C:23]([c:24]1[c:25]([Cl:30])[cH:26][cH:27][cH:28][c:29]1[Si:40]([CH3:39])([CH3:41])[CH3:42])=[O:31])[CH:32]([C:33]([CH3:34])([CH3:35])[CH3:36])[O:37][CH3:38].